From a dataset of the Open Reaction Database (ORD), a public repository of structured organic reaction records. describe an organic reaction: reactants, conditions, products, and yield Starting materials: C(=O)C(CCCC)NC([C@@H](NC(C)=O)CC(C)C)=O (N-acetyl-L-leucine-(1-formyl)pentylamide), C(CO)O (ethylene glycol), C1(=CC=C(C=C1)S(=O)(=O)O)C (p-toluenesulfonic acid). The solvent is C1=CC=CC=C1 (benzene). The product is O1C(OCC1)C(CCCC)NC([C@@H](NC(C)=O)CC(C)C)=O (N-Acetyl-L-leucine-[1-(1,3-dioxolan-2-yl)]pentylamide). As a reaction SMILES: [CH:1]([CH:3]([NH:8][C:9](=[O:19])[C@H:10]([CH2:15][CH:16]([CH3:18])[CH3:17])[NH:11][C:12](=[O:14])[CH3:13])[CH2:4][CH2:5][CH2:6][CH3:7])=[O:2].[CH2:20](O)[CH2:21][OH:22].C1(C)C=CC(S(O)(=O)=O)=CC=1>C1C=CC=CC=1>[O:2]1[CH2:20][CH2:21][O:22][CH:1]1[CH:3]([NH:8][C:9](=[O:19])[C@H:10]([CH2:15][CH:16]([CH3:18])[CH3:17])[NH:11][C:12](=[O:14])[CH3:13])[CH2:4][CH2:5][CH2:6][CH3:7]. Reported procedure: In 20 ml of benzene was dissolved 750 mg of N-acetyl-L-leucine-(1-formyl)pentylamide obtained in the same manner as in Example 16-(c), and 1.8 ml of ethylene glycol and a catalytic amount of p-toluenesulfonic acid were added thereto. The mixture was heated at reflux for 3.5 hours. After completion of the reaction, the solvent was removed by distillation under reduced pressure, and the residue was purified by medium-pressure column chromatography on silica gel to obtain 650 mg of the titled compo...